describe an organic reaction: reactants, conditions, products, and yield From a dataset of the Open Reaction Database (ORD), a public repository of structured organic reaction records. The reactants are C(C)SCCO (hydroxyethyl ethyl sulphide), N1=CC=CC=C1 (pyridine), ClCCP(=O)(Cl)Cl (2-chloroethane phosphonic acid dichloride). The solvent is CCOCC (ether), CCOCC (ether). Conditions: time 14 hour. The product is C(C)SCCOP(OCCSCC)(=O)CCCl (Di-(2-ethylthioethyl)2-chloroethanephosphonate). Reaction SMILES: [Cl:1][CH2:2][CH2:3][P:4](Cl)(Cl)=[O:5].[CH2:8]([S:10][CH2:11][CH2:12][OH:13])[CH3:9].N1[CH:19]=[CH:18]C=CC=1>CCOCC>[CH2:8]([S:10][CH2:11][CH2:12][O:13][P:4]([CH2:3][CH2:2][Cl:1])(=[O:5])[O:13][CH2:12][CH2:11][S:10][CH2:18][CH3:19])[CH3:9]. Procedure: To a solution of 18.1 g (0.1 mol) of 2-chloroethane phosphonic acid dichloride in 150 ml of absolute ether is added dropwise with stirring a solution of 21.2 g (0.2 mol) of hydroxyethyl ethyl sulphide and 15.8 g of absolute pyridine in 100 ml of absolute ether at room temperature, during which the temperature increases to 35° and crystallisation occurs. Stirring is continued for a further 14 hours at 25° after which the crystals are removed by filtration and the ethereal filtrate is washed to ne... Reactants: O=C(Cl)C12CC3CC(CC(C3)C1)C2, CC[Al+]CC, ClCCl, CN1CCCCC1Cn1ccc2ccccc21, [Cl-], [Na+], [OH-]. Product: CN1CCCCC1Cn1cc(C(=O)C23CC4CC(CC(C4)C2)C3)c2ccccc21. As a reaction SMILES: [C:7]12([C:17](=[O:18])[Cl:19])[CH2:8][CH:9]3[CH2:10][CH:11]([CH2:12][CH:13]([CH2:14]1)[CH2:15]3)[CH2:16]2.[CH2:2]([Al+:3][CH2:4][CH3:5])[CH3:6].[CH2:39]([Cl:40])[Cl:41].[CH3:20][N:21]1[CH:22]([CH2:27][n:28]2[cH:29][cH:30][c:31]3[cH:32][cH:33][cH:34][cH:35][c:36]23)[CH2:23][CH2:24][CH2:25][CH2:26]1.[Cl-:1].[Na+:38].[OH-:37]>>[C:7]12([C:17](=[O:18])[c:30]3[cH:29][n:28]([CH2:27][CH:22]4[N:21]([CH3:20])[CH2:26][CH2:25][CH2:24][CH2:23]4)[c:36]4[c:31]3[cH:32][cH:33][cH:34][cH:35]4)[CH2:8][CH:9]3[CH2:10][CH:11]([CH2:12][CH:13]([CH2:14]1)[CH2:15]3)[CH2:16]2. The reactants are CCO, Cl, CCCCCCOc1ccc(C=Cc2ccc(COC3COC4C(OC5CCCCO5)COC34)cc2)cc1. Yields the product CCCCCCOc1ccc(C=Cc2ccc(COC3COC4C(O)COC34)cc2)cc1. Reaction SMILES: [CH3:40][CH2:41][OH:42].[ClH:39].[O:1]1[CH2:2][CH2:3][CH2:4][CH2:5][CH:6]1[O:7][CH:8]1[CH:9]2[CH:10]([O:11][CH2:12]1)[CH:13]([O:16][CH2:17][c:18]1[cH:19][cH:20][c:21]([CH:24]=[CH:25][c:26]3[cH:27][cH:28][c:29]([O:32][CH2:33][CH2:34][CH2:35][CH2:36][CH2:37][CH3:38])[cH:30][cH:31]3)[cH:22][cH:23]1)[CH2:14][O:15]2>>[OH:7][CH:8]1[CH:9]2[CH:10]([O:11][CH2:12]1)[CH:13]([O:16][CH2:17][c:18]1[cH:19][cH:20][c:21]([CH:24]=[CH:25][c:26]3[cH:27][cH:28][c:29]([O:32][CH2:33][CH2:34][CH2:35][CH2:36][CH2:37][CH3:38])[cH:30][cH:31]3)[cH:22][cH:23]1)[CH2:14][O:15]2. The reactants are BrCC=1C=CC2=C(C=3C(NC(=NC3C=C2)C)=O)C1 (9-Bromomethyl-3-methyl benzo[f]quinazolin-1(2H)-one), CC(=O)C1=CC=C(C=C1)N (4-aminoacetophenone), C([O-])(O)=O.[Na+] (Sodium bicarbonate). Run in CN(C=O)C (dimethylformamide). Reaction conditions: temperature 100 celsius, time 30 minute. Yields the product C(C)(=O)C1=CC=C(NCC=2C=CC3=C(C=4C(NC(=NC4C=C3)C)=O)C2)C=C1 (9-((4-Acetylanilino)methyl)-3-methylbenzo[f]quinazolin-1(2H)-one). The yield is 4069.7%. Reaction SMILES: Br[CH2:2][C:3]1[CH:4]=[CH:5][C:6]2[CH:15]=[CH:14][C:13]3[N:12]=[C:11]([CH3:16])[NH:10][C:9](=[O:17])[C:8]=3[C:7]=2[CH:18]=1.[CH3:19][C:20]([C:22]1[CH:27]=[CH:26][C:25]([NH2:28])=[CH:24][CH:23]=1)=[O:21].C(=O)(O)[O-].[Na+]>CN(C)C=O>[C:20]([C:22]1[CH:27]=[CH:26][C:25]([NH:28][CH2:2][C:3]2[CH:4]=[CH:5][C:6]3[CH:15]=[CH:14][C:13]4[N:12]=[C:11]([CH3:16])[NH:10][C:9](=[O:17])[C:8]=4[C:7]=3[CH:18]=2)=[CH:24][CH:23]=1)(=[O:21])[CH3:19] |f:2.3|. Reported procedure: 9-Bromomethyl-3-methyl benzo[f]quinazolin-1(2H)-one (1 g, 3.3 mmole) and 4-aminoacetophenone (0.89 g, 6.6 mole) (Aldrich) were dissolved in dimethylformamide (15 ml). The solution was stirred under nitrogen at 100° C. for 30 min. Sodium bicarbonate (0.55 g, 6.6 mmole) was added and stirring was continued for a further 30 min. Dimethylformamide was removed in vacuo, the residue triturated with water and the solid collected by filtration. The dried solid was subjected to chromatography on silica (...